Dataset: the Open Reaction Database (ORD), a public repository of structured organic reaction records. Task: describe an organic reaction: reactants, conditions, products, and yield Starting materials: CCN=C=NCCCN(C)C (WSC), C(C)NC(=O)C1=CC=C(C=C1)N1N=NC(=C1C1=CC=CC=C1)C(=O)O (1-{4-[(Ethylamino)carbonyl]phenyl}-5-phenyl-1H-1,2,3-triazole-4-carboxylic acid), C=1C=CC2=C(C1)N=NN2O (HOBt), C1(CC1)N (cyclopropylamine). Run in C(C)#N.CN(C)C=O (acetonitrile DMF), O (Water). Run at time 14 hour. Yields the product C1(CC1)NC(=O)C=1N=NN(C1C1=CC=CC=C1)C1=CC=C(C=C1)C(=O)NCC (N-cyclopropyl-1-{4-[(ethylamino)carbonyl]phenyl}-5-phenyl-1H-1,2,3-triazole-4-carboxamide). Isolated yield 174.5%. As a reaction SMILES: [CH2:1]([NH:3][C:4]([C:6]1[CH:11]=[CH:10][C:9]([N:12]2[C:16]([C:17]3[CH:22]=[CH:21][CH:20]=[CH:19][CH:18]=3)=[C:15]([C:23]([OH:25])=O)[N:14]=[N:13]2)=[CH:8][CH:7]=1)=[O:5])[CH3:2].C1C=C[C:29]2N(O)N=[N:32][C:30]=2[CH:31]=1.C1(N)CC1.CCN=C=NCCCN(C)C>C(#N)C.CN(C=O)C.O>[CH:30]1([NH:32][C:23]([C:15]2[N:14]=[N:13][N:12]([C:9]3[CH:8]=[CH:7][C:6]([C:4]([NH:3][CH2:1][CH3:2])=[O:5])=[CH:11][CH:10]=3)[C:16]=2[C:17]2[CH:22]=[CH:21][CH:20]=[CH:19][CH:18]=2)=[O:25])[CH2:31][CH2:29]1 |f:4.5|. Procedure details: 1-{4-[(Ethylamino)carbonyl]phenyl}-5-phenyl-1H-1,2,3-triazole-4-carboxylic acid (203 mg, 0.604 mmol) obtained in Example 105a), HOBt (41.2 mg, 0.302 mmol, 0.5 eq.) and cyclopropylamine (0.056 ml, 0.785 mmol, 1.3 eq.) were dissolved in acetonitrile-DMF (2:1, 3.0 ml), WSC (142 mg, 0.724 mmol, 1.2 eq.) was added, and the mixture was stirred at room temperature for 14 hr. Water (5 ml) was added to the reaction mixture and the mixture was stirred at 0° C. The precipitate was collected by filtration, ... The reactants are CN1[C@H](CCC1)COC1=CC=2C(C3=CC(=CC=C3C2C=C1)OC[C@@H]1N(CCC1)C)=O (2,7-Bis[(2R)-1-methylpyrrolidin-2-ylmethoxy]-fluoren-9-one), O.C1(=CC=C(C=C1)S(=O)(=O)O)C (p-toluenesulfonic acid monohydrate). The solvent is C(C)(=O)OCC (ethyl acetate), C(C)O (ethanol). Reaction conditions: time 16 hour. Product: C1(=CC=C(C=C1)S(=O)(=O)O)C.C1(=CC=C(C=C1)S(=O)(=O)O)C.CN1[C@H](CCC1)COC1=CC=2C(C3=CC(=CC=C3C2C=C1)OC[C@@H]1N(CCC1)C)=O (2,7-Bis[(2R)-1-methylpyrrolidin-2-ylmethoxy]-fluoren-9-one di-p-toluenesulfonate). Yield: 75.0%. RXN SMILES: [CH3:1][N:2]1[CH2:6][CH2:5][CH2:4][C@@H:3]1[CH2:7][O:8][C:9]1[CH:21]=[CH:20][C:19]2[C:18]3[C:13](=[CH:14][C:15]([O:22][CH2:23][C@H:24]4[CH2:28][CH2:27][CH2:26][N:25]4[CH3:29])=[CH:16][CH:17]=3)[C:12](=[O:30])[C:11]=2[CH:10]=1.O.[C:32]1([CH3:42])[CH:37]=[CH:36][C:35]([S:38]([OH:41])(=[O:40])=[O:39])=[CH:34][CH:33]=1>C(OCC)(=O)C.C(O)C>[C:32]1([CH3:42])[CH:33]=[CH:34][C:35]([S:38]([OH:41])(=[O:39])=[O:40])=[CH:36][CH:37]=1.[C:32]1([CH3:42])[CH:33]=[CH:34][C:35]([S:38]([OH:41])(=[O:39])=[O:40])=[CH:36][CH:37]=1.[CH3:29][N:25]1[CH2:26][CH2:27][CH2:28][C@@H:24]1[CH2:23][O:22][C:15]1[CH:16]=[CH:17][C:18]2[C:19]3[C:11](=[CH:10][C:9]([O:8][CH2:7][C@H:3]4[CH2:4][CH2:5][CH2:6][N:2]4[CH3:1])=[CH:21][CH:20]=3)[C:12](=[O:30])[C:13]=2[CH:14]=1 |f:1.2,5.6.7|. Procedure: The product of Example 1C (50 mg, 0.12 mmol) was dissolved in ethyl acetate (5 mL) and ethanol (0.2 mL), then p-toluenesulfonic acid monohydrate (46 mg, 0.24 mmol; Aldrich) was added. After stirring the mixture for 16 hours, the resulting solid was collected by filtration to afford the title compound (68 mg, 0.09 mmol; 74%): 1H NMR (300 MHz, methanol-d4): δ 7.68 (4H, d, J=8 Hz), 7.54 (2H, d, J=8 Hz), 7.27-7.14 (8H, m), 4.46 (2H, dd, J=11, 3 Hz), 4.27 (2H, dd, J=11, 7 Hz), 3.88 (2H, m), 3.73 (2H,... The reactants are C(#N)C1=CC2=CC[C@H]3[C@@H]4CC[C@@H]([C@@]4(C)CC[C@@H]3[C@]2(CC1)C)C(SC1=NC=CC=C1)=O (S-2-pyridyl 3-cyanoandrosta-3,5-diene-17β-thiocarboxylate), FC1=CC=C(C(C2=CC=C(C=C2)F)N)C=C1 (4,4'-di-fluorobenzhydrylamine). The product is FC1=CC=C(C(C2=CC=C(C=C2)F)NC(=O)[C@@H]2[C@]3(C)[C@@H](CC2)[C@@H]2CC=C4C=C(CC[C@]4(C)[C@H]2CC3)C#N)C=C1 (N-(4,4'-Difluorobenzhydryl)-3-cyanoandrosta-3,5-diene-17β-carboxamide). Isolated yield 91.0%. As a reaction SMILES: [C:1]([C:3]1[CH2:20][CH2:19][C@@:18]2([CH3:21])[C:5](=[CH:6][CH2:7][C@@H:8]3[C@@H:17]2[CH2:16][CH2:15][C@@:13]2([CH3:14])[C@H:9]3[CH2:10][CH2:11][C@@H:12]2[C:22](=[O:30])SC2C=CC=CN=2)[CH:4]=1)#[N:2].[F:31][C:32]1[CH:46]=[CH:45][C:35]([CH:36]([NH2:44])[C:37]2[CH:42]=[CH:41][C:40]([F:43])=[CH:39][CH:38]=2)=[CH:34][CH:33]=1>>[F:31][C:32]1[CH:33]=[CH:34][C:35]([CH:36]([NH:44][C:22]([C@H:12]2[CH2:11][CH2:10][C@H:9]3[C@H:8]4[C@H:17]([CH2:16][CH2:15][C@:13]23[CH3:14])[C@:18]2([CH3:21])[C:5]([CH:4]=[C:3]([C:1]#[N:2])[CH2:20][CH2:19]2)=[CH:6][CH2:7]4)=[O:30])[C:37]2[CH:42]=[CH:41][C:40]([F:43])=[CH:39][CH:38]=2)=[CH:45][CH:46]=1. Procedure details: Following a procedure similar to that described in Example 3(b), but using S-2-pyridyl 3-cyanoandrosta-3,5-diene-17β-thiocarboxylate [prepared as described in Example 3(a)] and 4,4'-di-fluorobenzhydrylamine (prepared as described in Preparation 12) as starting materials, in relative proportions similar to those used in that Example, the title compound was obtained in a yield of 91%. Procedure details: A mixture of 6-(methylthio)thieno[3,2-d]pyrimidin-4(3H)-one (900 mg) and phosphorous oxychloride (10 mL) was refluxed for 3 h. The reaction mixture was attained to rt and poured into ice cold water and stirred for 10 min. The precipitated solid was filtered, washed with water and dried to give the product as an off-white color solid (800 mg, 81%), mp 138-140° C. 1H NMR (400 MHz, CDCl3): δ 8.87 (1H, s), 7.25 (1H, s), 2.72 (3H, s). Yields the product ClC=1C2=C(N=CN1)C=C(S2)SC (4-Chloro-6-(methylthio)thieno[3,2-d]pyrimidine). Isolated yield 81.0%. RXN SMILES: [CH3:1][S:2][C:3]1[S:11][C:10]2[C:9](=O)[NH:8][CH:7]=[N:6][C:5]=2[CH:4]=1.P(Cl)(Cl)([Cl:15])=O>>[Cl:15][C:9]1[C:10]2[S:11][C:3]([S:2][CH3:1])=[CH:4][C:5]=2[N:6]=[CH:7][N:8]=1. Starting materials: CSC1=CC=2N=CNC(C2S1)=O (6-(methylthio)thieno[3,2-d]pyrimidin-4(3H)-one), P(=O)(Cl)(Cl)Cl (phosphorous oxychloride). Reaction conditions: time 10 minute.